Task: describe an organic reaction: reactants, conditions, products, and yield. Dataset: the Open Reaction Database (ORD), a public repository of structured organic reaction records The reactants are CC(C)c1c(C(=O)NCc2ccc(F)c(F)c2)c2ccc(C(=O)O)cc2n1Cc1ccccc1, ClCCCl, CN(C)c1ccncc1, CCOC(C)=O, ClCCl, NN. The product is CC(C)c1c(C(=O)NCc2ccc(F)c(F)c2)c2ccc(C(=O)NN)cc2n1Cc1ccccc1. As a reaction SMILES: [CH2:1]([c:2]1[cH:3][cH:4][cH:5][cH:6][cH:7]1)[n:8]1[c:9]([CH:32]([CH3:33])[CH3:34])[c:10]([C:20]([NH:21][CH2:22][c:23]2[cH:24][c:25]([F:30])[c:26]([F:29])[cH:27][cH:28]2)=[O:31])[c:11]2[cH:12][cH:13][c:14]([C:17](=[O:18])[OH:19])[cH:15][c:16]12.[CH2:35]([Cl:36])[CH2:37][Cl:38].[CH3:44][N:45]([c:46]1[cH:47][cH:48][n:49][cH:50][cH:51]1)[CH3:52].[CH3:53][CH2:54][O:55][C:56]([CH3:57])=[O:58].[Cl:41][CH2:42][Cl:43].[NH2:39][NH2:40]>>[CH2:1]([c:2]1[cH:3][cH:4][cH:5][cH:6][cH:7]1)[n:8]1[c:9]([CH:32]([CH3:33])[CH3:34])[c:10]([C:20]([NH:21][CH2:22][c:23]2[cH:24][c:25]([F:30])[c:26]([F:29])[cH:27][cH:28]2)=[O:31])[c:11]2[cH:12][cH:13][c:14]([C:17](=[O:18])[NH:39][NH2:40])[cH:15][c:16]12.